describe an organic reaction: reactants, conditions, products, and yield From a dataset of the Open Reaction Database (ORD), a public repository of structured organic reaction records. Starting materials: C(C)O (Ethanol), ClC1=CC=C(C=O)C=C1 (4-chlorobenzaldehyde), Cl.NO (hydroxylamine hydrochloride). The solvent is [OH-].[Na+] (sodium hydroxide), O (water), O (water). The product is ClC1=CC=C(C=NO)C=C1 (4-chlorobenzaldoxime). The yield is 75.7%. As a reaction SMILES: Cl.[NH2:2][OH:3].[Cl:4][C:5]1[CH:12]=[CH:11][C:8]([CH:9]=O)=[CH:7][CH:6]=1.C(O)C>O.[OH-].[Na+]>[Cl:4][C:5]1[CH:12]=[CH:11][C:8]([CH:9]=[N:2][OH:3])=[CH:7][CH:6]=1 |f:0.1,5.6|. Procedure: To a solution of 50 g of hydroxylamine hydrochloride in 300 ml of water was added a suspension of 20 g of 4-chlorobenzaldehyde in 200 ml of 10% aqueous sodium hydroxide solution. Ethanol was then added until the mixture was clear. The solution was heated on a steam bath for 25 minutes, then cooled in an ice bath. The solid which separated was collected by filtration and dried in a vacuum desiccator. A second fraction was obtained by adding water just to the cloud point. This solid was collected ...